Dataset: the Open Reaction Database (ORD), a public repository of structured organic reaction records. Task: describe an organic reaction: reactants, conditions, products, and yield The product is Nc1cccc(-c2ccc(C3CCNCC3)cc2)n1. Starting materials: Cc1cc(-c2cccc(-c3ccc(C4CCNCC4)cc3)n2)c(C)[nH]1, CCO, Cl, Cl, NO, O. As a reaction SMILES: [CH3:1][c:2]1[nH:3][c:4]([CH3:5])[cH:6][c:25]1-[c:7]1[n:8][c:9](-[c:13]2[cH:14][cH:15][c:16]([CH:19]3[CH2:20][CH2:21][NH:22][CH2:23][CH2:24]3)[cH:17][cH:18]2)[cH:10][cH:11][cH:12]1.[CH3:26][CH2:27][OH:28].[ClH:29].[ClH:32].[NH2:30][OH:31].[OH2:33]>>[c:7]1([NH2:30])[n:8][c:9](-[c:13]2[cH:14][cH:15][c:16]([CH:19]3[CH2:20][CH2:21][NH:22][CH2:23][CH2:24]3)[cH:17][cH:18]2)[cH:10][cH:11][cH:12]1. Reactants: FC=1C=CC\2=C(OCC3=C(/C2=C(\C#N)/C)C=CC(=C3)CN3C(=NC2=C3C=CC=C2O)CO)C1 ((E)-2-(3-fluoro-8-{[4-hydroxy-2-(hydroxymethyl)-1H-benzo[d]imidazol-1-yl]methyl}dibenzo[b,e]oxepin-11(6H)-ylidene)propanenitrile), C(O)([O-])=O.[Na+] (sodium hydrogen carbonate), N1=C(C=CC=C1C)C (2,6-lutidine), FC(S(=O)(=O)O[Si](C)(C)C(C)(C)C)(F)F (tert-butyldimethylsilyl trifluoromethanesulfonate), C([O-])([O-])=O.[K+].[K+] (potassium carbonate). Run in O (Water), ClCCl (dichloromethane). Reaction conditions: time 1 hour. Yields the product O([Si](C)(C)C(C)(C)C)CC1=NC2=C(N1CC1=CC3=C(/C(/C4=C(OC3)C=C(C=C4)F)=C(\C#N)/C)C=C1)C=CC=C2O ((E)-2-[8-({2-[(tert-butyldimethylsiloxy)methyl]-4-hydroxy-1H-benzo[d]imidazol-1-yl}methyl)-3-fluorodibenzo[b,e]oxepin-11(6H)-ylidene]propanenitrile). Isolated yield 65.2%. Reaction SMILES: [F:1][C:2]1[CH:3]=[CH:4][C:5]2=[C:6]([CH:33]=1)[O:7][CH2:8][C:9]1[CH:19]=[C:18]([CH2:20][N:21]3[C:25]4[CH:26]=[CH:27][CH:28]=[C:29]([OH:30])[C:24]=4[N:23]=[C:22]3[CH2:31][OH:32])[CH:17]=[CH:16][C:10]=1/[C:11]/2=[C:12](/[CH3:15])\[C:13]#[N:14].N1C(C)=CC=CC=1C.FC(F)(F)S(O[Si:48]([C:51]([CH3:54])([CH3:53])[CH3:52])([CH3:50])[CH3:49])(=O)=O.C(=O)([O-])O.[Na+].C(=O)([O-])[O-].[K+].[K+]>ClCCl.O>[O:32]([CH2:31][C:22]1[N:21]([CH2:20][C:18]2[CH:17]=[CH:16][C:10]3/[C:11](=[C:12](/[CH3:15])\[C:13]#[N:14])/[C:5]4[CH:4]=[CH:3][C:2]([F:1])=[CH:33][C:6]=4[O:7][CH2:8][C:9]=3[CH:19]=2)[C:25]2[CH:26]=[CH:27][CH:28]=[C:29]([OH:30])[C:24]=2[N:23]=1)[Si:48]([C:51]([CH3:54])([CH3:53])[CH3:52])([CH3:50])[CH3:49] |f:3.4,5.6.7|. Procedure: [step 1] (E)-2-(3-fluoro-8-{[4-hydroxy-2-(hydroxymethyl)-1H-benzo[d]imidazol-1-yl]methyl}dibenzo[b,e]oxepin-11(6H)-ylidene)propanenitrile (245 mg, 0.56 mmol) obtained in Reference Example 2A, step 4 was dissolved in dichloromethane (2.8 mL), 2,6-lutidine (0.22 mL, 1.89 mmol) and tert-butyldimethylsilyl trifluoromethanesulfonate (0.38 mL, 1.67 mmol) were added under ice-cooling, and the mixture was stirred at room temperature for 1 hr. To the mixture was added saturated aqueous sodium hydrogen ca... The reactants are BrCC1CCC1, CN(C)P(=O)(N(C)C)N(C)C, CC(C)NC(C)C, [I-], [Li+], [Li], C1CCOC1, COC(=O)Cc1ccccc1. Product: COC(=O)C(CC1CCC1)c1ccccc1. RXN SMILES: [Br:20][CH2:21][CH:22]1[CH2:23][CH2:24][CH2:25]1.[CH3:33][N:34]([CH3:35])[P:36](=[O:37])([N:38]([CH3:39])[CH3:40])[N:41]([CH3:42])[CH3:43].[CH:1]([NH:2][CH:3]([CH3:4])[CH3:5])([CH3:6])[CH3:7].[I-:26].[Li+:27].[Li:8].[O:28]1[CH2:29][CH2:30][CH2:31][CH2:32]1.[c:9]1([CH2:15][C:16](=[O:17])[O:18][CH3:19])[cH:10][cH:11][cH:12][cH:13][cH:14]1>>[c:9]1([CH:15]([C:16](=[O:17])[O:18][CH3:19])[CH2:21][CH:22]2[CH2:23][CH2:24][CH2:25]2)[cH:10][cH:11][cH:12][cH:13][cH:14]1.